This data is from the Open Reaction Database (ORD), a public repository of structured organic reaction records. The task is: describe an organic reaction: reactants, conditions, products, and yield The reactants are C(C)S (ethanethiol), [Cl-].[Al+3].[Cl-].[Cl-] (aluminum chloride), C(C)OC(CN1C2=C(OC3=C(C1)C=CC(=C3)OC)C=CC=C2)=O ((3-Methoxy-11H-dibenzo[1,4]oxazepin-10-yl)-acetic acid ethyl ester). The solvent is ClCCl (dichloromethane). Run at time 30 minute. Yields the product C(C)OC(CN1C2=C(OC3=C(C1)C=CC(=C3)O)C=CC=C2)=O ((3-Hydroxy-11H-dibenzo[1,4]oxazepin-10-yl)-acetic acid ethyl ester). Reaction SMILES: [CH2:1]([O:3][C:4](=[O:23])[CH2:5][N:6]1[CH2:12][C:11]2[CH:13]=[CH:14][C:15]([O:17]C)=[CH:16][C:10]=2[O:9][C:8]2[CH:19]=[CH:20][CH:21]=[CH:22][C:7]1=2)[CH3:2].C(S)C.[Cl-].[Al+3].[Cl-].[Cl-]>ClCCl>[CH2:1]([O:3][C:4](=[O:23])[CH2:5][N:6]1[CH2:12][C:11]2[CH:13]=[CH:14][C:15]([OH:17])=[CH:16][C:10]=2[O:9][C:8]2[CH:19]=[CH:20][CH:21]=[CH:22][C:7]1=2)[CH3:2] |f:2.3.4.5|. Reported procedure: A solution of 1-5 (400 mg, 1.27 mmol) in dichloromethane (5 mL) was cooled to −5° C. and treated with ethanethiol (419 mg, 6.75 mmol) and aluminum chloride (815 mg, 6.11 mmol). After 30 min, the reaction was quenched with aqueous ammonium chloride solution. The solvent was removed in vacuo and the residue dissolved in 1M HCl. The aqueous layer was extracted with three portions of dichloromethane and the combined organic extracts were washed with brine and dried (Na2SO4). The solvent was removed ... Reactants: C(CC1=CC=CC=C1)N1C(C2=C3C(=NC=C2C1=O)NN=C3)=O (7-phenethylpyrazolo[3,4-b]pyrrolo[3,4-d]pyridine-6,8(3H,7H)-dione), C1CC(=O)N(C1=O)Br (NBS), O (water). Solvent: C(Cl)Cl (CH2Cl2). Conditions: time 3 hour. Yields the product BrC1=NNC2=NC=C3C(=C21)C(N(C3=O)CCC3=CC=CC=C3)=O (1-bromo-7-phenethylpyrazolo[3,4-b]pyrrolo[3,4-d]pyridine-6,8(3H,7H)-dione). Isolated yield 79.2%. Reaction SMILES: [CH2:1]([N:9]1[C:17](=[O:18])[C:16]2[C:11](=[C:12]3[CH:21]=[N:20][NH:19][C:13]3=[N:14][CH:15]=2)[C:10]1=[O:22])[CH2:2][C:3]1[CH:8]=[CH:7][CH:6]=[CH:5][CH:4]=1.C1C(=O)N([Br:30])C(=O)C1.O>C(Cl)Cl>[Br:30][C:21]1[C:12]2[C:13](=[N:14][CH:15]=[C:16]3[C:17](=[O:18])[N:9]([CH2:1][CH2:2][C:3]4[CH:4]=[CH:5][CH:6]=[CH:7][CH:8]=4)[C:10](=[O:22])[C:11]3=2)[NH:19][N:20]=1. Reported procedure: To a solution of 7-phenethylpyrazolo[3,4-b]pyrrolo[3,4-d]pyridine-6,8(3H,7H)-dione (1 g, 3.4 mmol) in CH2Cl2 (15 mL), freshly recrystallised NBS (0.66 g, 3.76 mmol) was added and the reaction was stirred at room temperature for 3 h. The reaction was monitored by TLC, and on completion of the reaction; water (50 mL) was added and the reaction mixture was extracted with EtOAc (3×100 mL). The combined EtOAc layer was dried over sodium sulphate and evaporated under vacuo to give a residue which was ... Yields the product ClC1=CC=C(C=C1)C1(CCN(CC1)C(=O)C1=CC(=CC=C1)C1=CC2=C(NCCN2CC2=C(C=CC(=C2)Cl)C(F)(F)F)N=C1)O ([4-(4-Chlorophenyl)-4-hydroxypiperidin-1-yl]-(3-{1-[5-Chloro-2-(trifluoromethyl)benzyl]-1,2,3,4-tetrahydropyrido[2,3-b]pyrazin-7-yl}phenyl)methanone). Reported procedure: (3-{1-[5-chloro-2-(trifluoromethyl)benzyl]-1,2,3,4-tetrahydropyrido[2,3-b]pyrazin-7-yl}benzoic acid was reacted with 4-(4-chlorophenyl)-4-hydroxypiperidine as in General Procedure 10 to give the title compound. LCMS: m/z=640.96 (M+H+); retention time=0.95 minutes. Reaction SMILES: [Cl:1][C:2]1[CH:3]=[CH:4][C:5]([C:28]([F:31])([F:30])[F:29])=[C:6]([CH:27]=1)[CH2:7][N:8]1[CH2:13][CH2:12][NH:11][C:10]2[N:14]=[CH:15][C:16]([C:18]3[CH:19]=[C:20]([CH:24]=[CH:25][CH:26]=3)[C:21]([OH:23])=O)=[CH:17][C:9]1=2.[Cl:32][C:33]1[CH:38]=[CH:37][C:36]([C:39]2([OH:45])[CH2:44][CH2:43][NH:42][CH2:41][CH2:40]2)=[CH:35][CH:34]=1>>[Cl:32][C:33]1[CH:38]=[CH:37][C:36]([C:39]2([OH:45])[CH2:40][CH2:41][N:42]([C:21]([C:20]3[CH:24]=[CH:25][CH:26]=[C:18]([C:16]4[CH:15]=[N:14][C:10]5[NH:11][CH2:12][CH2:13][N:8]([CH2:7][C:6]6[CH:27]=[C:2]([Cl:1])[CH:3]=[CH:4][C:5]=6[C:28]([F:30])([F:29])[F:31])[C:9]=5[CH:17]=4)[CH:19]=3)=[O:23])[CH2:43][CH2:44]2)=[CH:35][CH:34]=1. Reactants: ClC=1C=CC(=C(CN2C3=C(NCC2)N=CC(=C3)C=3C=C(C(=O)O)C=CC3)C1)C(F)(F)F (3-{1-[5-chloro-2-(trifluoromethyl)benzyl]-1,2,3,4-tetrahydropyrido[2,3-b]pyrazin-7-yl}benzoic acid), ClC1=CC=C(C=C1)C1(CCNCC1)O (4-(4-chlorophenyl)-4-hydroxypiperidine). Reactants: CC1(C)NN(C2CCCCCCC2)C1=O, Clc1cccc(CBr)c1Cl. Yields the product CC1(C)C(=O)N(C2CCCCCCC2)N1Cc1cccc(Cl)c1Cl. As a reaction SMILES: [CH:1]1([N:9]2[NH:10][C:11]([CH3:14])([CH3:15])[C:12]2=[O:13])[CH2:2][CH2:3][CH2:4][CH2:5][CH2:6][CH2:7][CH2:8]1.[Cl:16][c:17]1[c:18]([CH2:19][Br:20])[cH:21][cH:22][cH:23][c:24]1[Cl:25]>>[CH:1]1([N:9]2[N:10]([CH2:19][c:18]3[c:17]([Cl:16])[c:24]([Cl:25])[cH:23][cH:22][cH:21]3)[C:11]([CH3:14])([CH3:15])[C:12]2=[O:13])[CH2:2][CH2:3][CH2:4][CH2:5][CH2:6][CH2:7][CH2:8]1. Reactants: ClC=1C=C(C=CC1Cl)C(C)N1C[C@@H](OCC1)CNC(OC(C)(C)C)=O (tert-Butyl {(2S)-4-[1-(3,4-dichlorophenyl)ethyl]morpholin-2-yl}methylcarbamate), BrC(C)C1=CC(=C(C=C1)F)F ((+)-4-(1-bromoethyl)-1,2-difluorobenzene). The product is C(C)(C)(C)OC(NC[C@H]1CN(CCO1)C(C)C1=CC(=C(C=C1)F)F)=O ({(2S)-4-[1-(3,4-Difluoro-phenyl)-ethyl]-morpholin-2-ylmethyl}-carbamic acid tert-butyl ester). As a reaction SMILES: ClC1C=C(C([N:11]2[CH2:16][CH2:15][O:14][C@@H:13]([CH2:17][NH:18][C:19](=[O:25])[O:20][C:21]([CH3:24])([CH3:23])[CH3:22])[CH2:12]2)C)C=CC=1Cl.Br[CH:27]([C:29]1[CH:34]=[CH:33][C:32]([F:35])=[C:31]([F:36])[CH:30]=1)[CH3:28]>>[C:21]([O:20][C:19](=[O:25])[NH:18][CH2:17][C@@H:13]1[O:14][CH2:15][CH2:16][N:11]([CH:27]([C:29]2[CH:34]=[CH:33][C:32]([F:35])=[C:31]([F:36])[CH:30]=2)[CH3:28])[CH2:12]1)([CH3:24])([CH3:22])[CH3:23]. Procedure details: Prepared in similar fashion to tert-Butyl {(2S)-4-[1-(3,4-dichlorophenyl)ethyl]morpholin-2-yl}methylcarbamate (as described in WO 02/026723) using (+)-4-(1-bromoethyl)-1,2-difluorobenzene. Reactants: CO, CN(C)C(=O)c1cc(-c2cnc3c(c2)c(Cc2cccc(Cl)c2)nn3COC(=O)C(C)(C)C)ccc1NC(=O)N1CCOCC1, [Na+], C1CCOC1, [OH-]. The product is CN(C)C(=O)c1cc(-c2cnc3[nH]nc(Cc4cccc(Cl)c4)c3c2)ccc1NC(=O)N1CCOCC1. Reaction SMILES: [CH3:53][OH:54].[Cl:1][c:2]1[cH:3][c:4]([CH2:5][c:6]2[n:7][n:8]([CH2:35][O:36][C:37](=[O:38])[C:39]([CH3:40])([CH3:41])[CH3:42])[c:9]3[n:10][cH:11][c:12](-[c:15]4[cH:16][c:17]([C:30]([N:31]([CH3:32])[CH3:33])=[O:34])[c:18]([NH:21][C:22](=[O:23])[N:24]5[CH2:25][CH2:26][O:27][CH2:28][CH2:29]5)[cH:19][cH:20]4)[cH:13][c:14]23)[cH:43][cH:44][cH:45]1.[Na+:47].[O:48]1[CH2:49][CH2:50][CH2:51][CH2:52]1.[OH-:46]>>[Cl:1][c:2]1[cH:3][c:4]([CH2:5][c:6]2[n:7][nH:8][c:9]3[n:10][cH:11][c:12](-[c:15]4[cH:16][c:17]([C:30]([N:31]([CH3:32])[CH3:33])=[O:34])[c:18]([NH:21][C:22](=[O:23])[N:24]5[CH2:25][CH2:26][O:27][CH2:28][CH2:29]5)[cH:19][cH:20]4)[cH:13][c:14]23)[cH:43][cH:44][cH:45]1.